From a dataset of the Open Reaction Database (ORD), a public repository of structured organic reaction records. describe an organic reaction: reactants, conditions, products, and yield The reactants are ClCN1N=NC2=C1C=CC=C2 (1-(chloromethyl)-1H-benzotriazole), [H-].[Na+] (NaH), FC=1C=C(C=CC1C)S(=O)(=O)N1C(CCC1)C(=O)NC1=CC=CC=C1 (1-((3-fluoro-4-methylphenyl)sulfonyl)-N-phenylpyrrolidine-2-carboxamide). Run in CN(C)C=O (DMF), CN(C)C=O (DMF), CN(C)C=O (DMF). Reaction conditions: time 1 hour. Product: N1(N=NC2=C1C=CC=C2)CN(C(=O)C2N(CCC2)S(=O)(=O)C2=CC(=C(C=C2)C)F)C2=CC=CC=C2 (N-((1H-benzo[d][1,2,3]triazol-1-yl)methyl)-1-((3-fluoro-4-methylphenyl)sulfonyl)-N-phenylpyrrolidine-2-carboxamide). The yield is 76.0%. As a reaction SMILES: [H-].[Na+].[F:3][C:4]1[CH:5]=[C:6]([S:11]([N:14]2[CH2:18][CH2:17][CH2:16][CH:15]2[C:19]([NH:21][C:22]2[CH:27]=[CH:26][CH:25]=[CH:24][CH:23]=2)=[O:20])(=[O:13])=[O:12])[CH:7]=[CH:8][C:9]=1[CH3:10].Cl[CH2:29][N:30]1[C:34]2[CH:35]=[CH:36][CH:37]=[CH:38][C:33]=2[N:32]=[N:31]1>CN(C=O)C>[N:30]1([CH2:29][N:21]([C:22]2[CH:27]=[CH:26][CH:25]=[CH:24][CH:23]=2)[C:19]([CH:15]2[CH2:16][CH2:17][CH2:18][N:14]2[S:11]([C:6]2[CH:7]=[CH:8][C:9]([CH3:10])=[C:4]([F:3])[CH:5]=2)(=[O:13])=[O:12])=[O:20])[C:34]2[CH:35]=[CH:36][CH:37]=[CH:38][C:33]=2[N:32]=[N:31]1 |f:0.1|. Procedure: Under inert atmosphere, to a stirred solution of NaH (5 mg, 0.13 mmol) in 0.20 ml anhydrous DMF at 0° C., was added a solution of parent compound 1-((3-fluoro-4-methylphenyl)sulfonyl)-N-phenylpyrrolidine-2-carboxamide (0.016 g, 0.04 mmol) in 0.20 ml anhydrous DMF. After 1 h at 0° C., a solution of 1-(chloromethyl)-1H-benzotriazole (0.022 g, 0.13 mmol) in 0.20 ml anhydrous DMF was added to the reaction mixture. This mixture was stirred for 16 h, and then solvent was completely removed. The crude ... Reactants: COC(=O)C1=CC=C(C=C1)C=1C=CC(=C2C=CC=NC12)CCC(=O)O (3-(8-(4-(methoxycarbonyl)phenyl)quinolin-5-yl)propanoic acid), C(C(=O)Cl)(=O)Cl (oxalyl chloride), C1(=CC=CC=C1)C (toluene). Solvent: ClCCl (dichloromethane). Run at time 20 minute. The product is ClC(CCC1=C2C=CC=NC2=C(C=C1)C1=CC=C(C(=O)OC)C=C1)=O (methyl 4-(5-(3-chloro-3-oxopropyl)quinolin-8-yl)benzoate). As a reaction SMILES: [CH3:1][O:2][C:3]([C:5]1[CH:10]=[CH:9][C:8]([C:11]2[CH:12]=[CH:13][C:14]([CH2:21][CH2:22][C:23]([OH:25])=O)=[C:15]3[C:20]=2[N:19]=[CH:18][CH:17]=[CH:16]3)=[CH:7][CH:6]=1)=[O:4].C(Cl)(=O)C([Cl:29])=O.C1(C)C=CC=CC=1>ClCCl>[Cl:29][C:23](=[O:25])[CH2:22][CH2:21][C:14]1[CH:13]=[CH:12][C:11]([C:8]2[CH:9]=[CH:10][C:5]([C:3]([O:2][CH3:1])=[O:4])=[CH:6][CH:7]=2)=[C:20]2[C:15]=1[CH:16]=[CH:17][CH:18]=[N:19]2. Reported procedure: A solution of Example 201H (1.65 g, 4.92 mmol) in dichloromethane (15 mL) at room temperature was treated oxalyl chloride (344 mg, 2.71 mmol), stirred for 20 minutes, treated with toluene (25 mL), and concentrated to provide the desired product. The reactants are O=C([O-])C(O)C(O)C(=O)[O-], Cc1ccccc1, COCCO[AlH2-]OCCOC, CCOC(C)=O, [K+], [Na+], [Na+], C1CCOC1, O, COC(=O)c1ccc2cc(C(=O)OC)ccc2c1. Yields the product COC(=O)c1ccc2cc(CO)ccc2c1. Reaction SMILES: [C:38]([CH:39]([CH:40]([C:41]([O-:42])=[O:43])[OH:44])[OH:45])([O-:46])=[O:47].[CH3:13][c:14]1[cH:15][cH:16][cH:17][cH:18][cH:19]1.[CH3:2][O:3][CH2:4][CH2:5][O:6][AlH2-:7][O:8][CH2:9][CH2:10][O:11][CH3:12].[CH3:56][CH2:57][O:58][C:59](=[O:60])[CH3:61].[K+:48].[Na+:1].[Na+:49].[O:50]1[CH2:51][CH2:52][CH2:53][CH2:54]1.[OH2:55].[cH:20]1[c:21]([C:34](=[O:35])[O:36][CH3:37])[cH:22][cH:23][c:24]2[cH:25][c:26]([C:30](=[O:31])[O:32][CH3:33])[cH:27][cH:28][c:29]12>>[cH:20]1[c:21]([CH2:34][OH:35])[cH:22][cH:23][c:24]2[cH:25][c:26]([C:30](=[O:31])[O:32][CH3:33])[cH:27][cH:28][c:29]12. The reactants are ClCCl, CC#N, CC(C)N=C=NC(C)C, O, Oc1cccc2[nH]nnc12, O=C(O)c1ccccc1, Nc1c(-c2ccccc2)n[nH]c1-c1ccccc1. Yields the product c1ccc(CNc2c(-c3ccccc3)n[nH]c2-c2ccccc2)cc1. RXN SMILES: [CH2:47]([Cl:48])[Cl:49].[CH3:50][C:51]#[N:52].[CH:11]([N:12]=[C:13]=[N:14][CH:15]([CH3:16])[CH3:17])([CH3:18])[CH3:19].[OH2:53].[OH:1][c:2]1[c:3]2[n:4][n:5][nH:6][c:7]2[cH:8][cH:9][cH:10]1.[OH:20][C:21](=[O:22])[c:23]1[cH:24][cH:25][cH:26][cH:27][cH:28]1.[c:29]1(-[c:35]2[n:36][nH:37][c:38](-[c:41]3[cH:42][cH:43][cH:44][cH:45][cH:46]3)[c:39]2[NH2:40])[cH:30][cH:31][cH:32][cH:33][cH:34]1>>[CH2:21]([c:23]1[cH:24][cH:25][cH:26][cH:27][cH:28]1)[NH:40][c:39]1[c:35](-[c:29]2[cH:30][cH:31][cH:32][cH:33][cH:34]2)[n:36][nH:37][c:38]1-[c:41]1[cH:42][cH:43][cH:44][cH:45][cH:46]1. Starting materials: BrC1=CC=C(C=C1)[C@H](C)N1C(O[C@](CC1)(C1=CC=CC=C1)CCCO)=O ((R)-3-((S)-1-(4-bromophenyl)ethyl)-6-(3-hydroxypropyl)-6-phenyl-1,3-oxazinan-2-one), BrC1=NC=C(C=C1)F (2-bromo-5-fluoropyridine). Product: FC=1C=CC(=NC1)C1=CC=C(C=C1)[C@H](C)N1C(O[C@](CC1)(C1=CC=CC=C1)CCCO)=O ((R)-3-((S)-1-(4-(5-fluoropyridin-2-yl)phenyl)ethyl)-6-(3-hydroxypropyl)-6-phenyl-1,3-oxazinan-2-one). As a reaction SMILES: Br[C:2]1[CH:7]=[CH:6][C:5]([C@@H:8]([N:10]2[CH2:15][CH2:14][C@:13]([CH2:22][CH2:23][CH2:24][OH:25])([C:16]3[CH:21]=[CH:20][CH:19]=[CH:18][CH:17]=3)[O:12][C:11]2=[O:26])[CH3:9])=[CH:4][CH:3]=1.Br[C:28]1[CH:33]=[CH:32][C:31]([F:34])=[CH:30][N:29]=1>>[F:34][C:31]1[CH:32]=[CH:33][C:28]([C:2]2[CH:3]=[CH:4][C:5]([C@@H:8]([N:10]3[CH2:15][CH2:14][C@:13]([CH2:22][CH2:23][CH2:24][OH:25])([C:16]4[CH:17]=[CH:18][CH:19]=[CH:20][CH:21]=4)[O:12][C:11]3=[O:26])[CH3:9])=[CH:6][CH:7]=2)=[N:29][CH:30]=1. Procedure: The title compound was prepared from (R)-3-((S)-1-(4-bromophenyl)ethyl)-6-(3-hydroxypropyl)-6-phenyl-1,3-oxazinan-2-one following procedures analogous to those described in Example 313 Steps 3 and 4 using 2-bromo-5-fluoropyridine in Step 4. LC-MS Method 2 tR=1.197, m/z=435.1; 1H NMR (CDCl3) 1.21-1.37 (m, 2H), 1.48 (d, 3H), 1.81-1.95 (m, 2H), 2.18 (m, 1H), 2.20-2.31 (m, 2H), 2.85 (m, 1H), 3.52 (t, 2H), 5.65 (m, 1H), 6.95 (d, 2H), 7.22 (m, 3H), 7.28 (m, 2H), 7.40 (m, 1H), 7.58 (m, 3H), 8.42 (d, 1H... Starting materials: [N+](=O)([O-])C1=C2C=CC(=NC2=CC=C1)Cl (5-nitro-2-chloroquinoline), FC=1C=C(C=C(C1)F)S(=O)(=O)Cl (3,5-difluorobenzenesulfonylchloride), COC1=CC(=CC=C1)N (m-anisidine). Product: FC=1C=C(C=C(C1)F)S(=O)(=O)NC1=C2C=CC(=NC2=CC=C1)NC1=CC(=CC=C1)OC (3,5-Difluoro-N-[2-(3-methoxy-phenylamino)-quinolin-5-yl]-benzenesulfonamide). As a reaction SMILES: [N+:1]([C:4]1[CH:13]=[CH:12][CH:11]=[C:10]2[C:5]=1[CH:6]=[CH:7][C:8](Cl)=[N:9]2)([O-])=O.[F:15][C:16]1[CH:17]=[C:18]([S:23](Cl)(=[O:25])=[O:24])[CH:19]=[C:20]([F:22])[CH:21]=1.[CH3:27][O:28][C:29]1[CH:34]=[CH:33][CH:32]=[C:31]([NH2:35])[CH:30]=1>>[F:15][C:16]1[CH:17]=[C:18]([S:23]([NH:1][C:4]2[CH:13]=[CH:12][CH:11]=[C:10]3[C:5]=2[CH:6]=[CH:7][C:8]([NH:35][C:31]2[CH:32]=[CH:33][CH:34]=[C:29]([O:28][CH3:27])[CH:30]=2)=[N:9]3)(=[O:25])=[O:24])[CH:19]=[C:20]([F:22])[CH:21]=1. Procedure: The title compound, MS: m/e=442.0 (M+H+), was prepared in accordance with the general method of example 89 from 5-nitro-2-chloroquinoline, 3,5-difluorobenzenesulfonylchloride and m-anisidine. As a reaction SMILES: [SH2:1].[N:2]1[CH:7]=[CH:6][C:5]([CH2:8][C:9]#[N:10])=[CH:4][CH:3]=1>CO>[N:2]1[CH:7]=[CH:6][C:5]([CH2:8][C:9](=[S:1])[NH2:10])=[CH:4][CH:3]=1. Procedure details: Hydrogen sulfide was passed through a solution of 2-(pyridin-4-yl)acetonitrile (2.5 g) in 30% strength ammoniacal methanol (12 ml) at 0° C. for 30 minutes. The resulting reaction mixture was stirred at 25° C. for 16 hours. The solid which had precipitated was filtered out, washed with ether and dried. The desired product was obtained in a yield of 76%. Reaction conditions: temperature 25 celsius, time 16 hour. The product is N1=CC=C(C=C1)CC(N)=S (2-(Pyridin-4-yl)Ethanethioamide). The yield is 76.0%. The reactants are S (Hydrogen sulfide), N1=CC=C(C=C1)CC#N (2-(pyridin-4-yl)acetonitrile). The solvent is CO (methanol).